From a dataset of the Open Reaction Database (ORD), a public repository of structured organic reaction records. describe an organic reaction: reactants, conditions, products, and yield Reactants: ClC1=C(COC=2C=CC=C3C=CC(=NC23)C)C(=CC=C1N(C)C(CN)=O)Cl (8-[2,6-dichloro-3-(N-glycyl-N-methylamino)benzyloxy]-2-methylquinoline), C(C)(=O)OC(C)=O (acetic anhydride), N1=CC=CC=C1 (pyridine). The solvent is C(Cl)Cl (methylene chloride). Run at time 3 hour. Product: C(C)(=O)NCC(=O)N(C)C=1C(=C(COC=2C=CC=C3C=CC(=NC23)C)C(=CC1)Cl)Cl (8-[3-[N-(acetylglycyl)-N-methylamino]-2,6-dichlorobenzyloxy]-2-methylquinoline). RXN SMILES: [Cl:1][C:2]1[C:20]([N:21]([C:23](=[O:26])[CH2:24][NH2:25])[CH3:22])=[CH:19][CH:18]=[C:17]([Cl:27])[C:3]=1[CH2:4][O:5][C:6]1[CH:7]=[CH:8][CH:9]=[C:10]2[C:15]=1[N:14]=[C:13]([CH3:16])[CH:12]=[CH:11]2.[C:28](OC(=O)C)(=[O:30])[CH3:29].N1C=CC=CC=1>C(Cl)Cl>[C:28]([NH:25][CH2:24][C:23]([N:21]([C:20]1[C:2]([Cl:1])=[C:3]([C:17]([Cl:27])=[CH:18][CH:19]=1)[CH2:4][O:5][C:6]1[CH:7]=[CH:8][CH:9]=[C:10]2[C:15]=1[N:14]=[C:13]([CH3:16])[CH:12]=[CH:11]2)[CH3:22])=[O:26])(=[O:30])[CH3:29]. Reported procedure: A mixture of 8-[2,6-dichloro-3-(N-glycyl-N-methylamino)benzyloxy]-2-methylquinoline (100 mg), acetic anhydride (35 ml), pyridine (60 μl) and methylene chloride (2 ml) was stirred for 3 hours at ambient temperature. The reaction mixture was concentrated and the residue was purified by preparative thin-layer chromatography (ethyl acetate-methanol) to give 8-[3-[N-(acetylglycyl)-N-methylamino]-2,6-dichlorobenzyloxy]-2-methylquinoline (138 mg). Starting materials: C1COCCO1, C=Cc1ccc(Cn2c(C)nc3ccc(C(=O)OC)nc32)c(Cl)c1, O=[Pt]=O. Yields the product CCc1ccc(Cn2c(C)nc3ccc(C(=O)OC)nc32)c(Cl)c1. As a reaction SMILES: [CH2:25]1[O:26][CH2:27][CH2:28][O:29][CH2:30]1.[Cl:1][c:2]1[c:3]([CH2:4][n:5]2[c:6]([CH3:18])[n:7][c:8]3[c:9]2[n:10][c:11]([C:14](=[O:15])[O:16][CH3:17])[cH:12][cH:13]3)[cH:19][cH:20][c:21]([CH:23]=[CH2:24])[cH:22]1.[Pt:31](=[O:32])=[O:33]>>[Cl:1][c:2]1[c:3]([CH2:4][n:5]2[c:6]([CH3:18])[n:7][c:8]3[c:9]2[n:10][c:11]([C:14](=[O:15])[O:16][CH3:17])[cH:12][cH:13]3)[cH:19][cH:20][c:21]([CH2:23][CH3:24])[cH:22]1. Starting materials: Cc1nc2[nH]cnc2c(F)c1Br, CCOC(C)=O, CI, [K+], [K+], O=C([O-])[O-], CN(C)C=O. Product: Cc1nc2c(ncn2C)c(F)c1Br. RXN SMILES: [Br:1][c:2]1[c:3]([F:12])[c:4]2[c:5]([n:6][c:7]1[CH3:8])[nH:9][cH:10][n:11]2.[CH3:26][CH2:27][O:28][C:29]([CH3:30])=[O:31].[I:13][CH3:14].[K+:15].[K+:16].[O-:17][C:18]([O-:19])=[O:20].[O:21]=[CH:22][N:23]([CH3:24])[CH3:25]>>[Br:1][c:2]1[c:3]([F:12])[c:4]2[c:5]([n:6][c:7]1[CH3:8])[n:9]([CH3:18])[cH:10][n:11]2. The reactants are ClC1=CC2=C(C(C3=NC=CC=C3CS2)C2CCN(CC2)C(=NC#N)SC)C=C1 (methyl 4-(8-chloro-5,11-dihydro-[1]benzothiepino[4,3-b]pyridin-11-yl)-N-cyano-1 -piperidine-carboximidothioate), O1COC2=C1C=CC(=C2)CN (1,3-benzodioxol-5-ylmethylamine). Product: O1COC2=C1C=CC(=C2)CNC(=NC#N)N2CCC(CC2)C2C1=C(SCC=3C2=NC=CC3)C=C(C=C1)Cl (N-[(1,3-Benzodioxol-5-yl)methyl]-4-(8-chloro-5,11-dihydro[1] benzothiepino[4,3-b]pyridin-11-yl)-N'-cyano-1-piperidine-carboximidamide). Reaction SMILES: [Cl:1][C:2]1[CH:28]=[CH:27][C:5]2[CH:6]([CH:15]3[CH2:20][CH2:19][N:18]([C:21](SC)=[N:22][C:23]#[N:24])[CH2:17][CH2:16]3)[C:7]3[C:12]([CH2:13][S:14][C:4]=2[CH:3]=1)=[CH:11][CH:10]=[CH:9][N:8]=3.[O:29]1[C:33]2[CH:34]=[CH:35][C:36]([CH2:38][NH2:39])=[CH:37][C:32]=2[O:31][CH2:30]1>>[O:29]1[C:33]2[CH:34]=[CH:35][C:36]([CH2:38][NH:39][C:21]([N:18]3[CH2:19][CH2:20][CH:15]([CH:6]4[C:7]5=[N:8][CH:9]=[CH:10][CH:11]=[C:12]5[CH2:13][S:14][C:4]5[CH:3]=[C:2]([Cl:1])[CH:28]=[CH:27][C:5]4=5)[CH2:16][CH2:17]3)=[N:22][C:23]#[N:24])=[CH:37][C:32]=2[O:31][CH2:30]1. Procedure details: This compound could be prepared similarly from methyl 4-(8-chloro-5,11-dihydro-[1]benzothiepino[4,3-b]pyridin-11-yl)-N-cyano-1 -piperidine-carboximidothioate and 1,3-benzodioxol-5-ylmethylamine. The reactants are ClC1=CN=C2C=3C(C(N(CC13)[C@@H](C(=O)OC(C)(C)C)C(C)C)=O)=CN2S(=O)(=O)C2=CC=C(C)C=C2 ((R)-tert-butyl 2-(6-chloro-3-oxo-1-tosylpyrrolo[4,3,2-de][2,6]naphthyridin-4(1H,3H,5H)-yl)-3-methylbutanoate), CCO (EtOH), [OH-].[Na+] (NaOH). Solvent: C(Cl)Cl (DCM). Run at time 40 minute. The product is ClC1=CN=C2C=3C(C(N(CC13)[C@@H](C(=O)O)C(C)C)=O)=CN2 ((R)-2-(6-chloro-3-oxopyrrolo[4,3,2-de][2,6]naphthyridin-4(1H,3H,5H)-yl)-3-methylbutanoic acid). Isolated yield 110.5%. As a reaction SMILES: [Cl:1][C:2]1[C:11]2[CH2:10][N:9]([C@H:12]([CH:20]([CH3:22])[CH3:21])[C:13]([O:15]C(C)(C)C)=[O:14])[C:8](=[O:23])[C:7]3=[CH:24][N:25](S(C4C=CC(C)=CC=4)(=O)=O)[C:5]([C:6]=23)=[N:4][CH:3]=1.CCO.[OH-].[Na+]>C(Cl)Cl>[Cl:1][C:2]1[C:11]2[CH2:10][N:9]([C@H:12]([CH:20]([CH3:21])[CH3:22])[C:13]([OH:15])=[O:14])[C:8](=[O:23])[C:7]3=[CH:24][NH:25][C:5]([C:6]=23)=[N:4][CH:3]=1 |f:2.3|. Procedure details: A mixture of (R)-tert-butyl 2-(6-chloro-3-oxo-1-tosylpyrrolo[4,3,2-de][2,6]naphthyridin-4(1H,3H,5H)-yl)-3-methylbutanoate (650 mg, 1.25 mmol), EtOH (4 mL), and aqueous NaOH (1N, 2 mL) was stirred at room temperature for 40 min. The mixture was subsequently diluted with DCM and washed with brine. The organics were dried over MgSO4 and concentrated in vacuo. Purification by silica gel chromatography (5% MeOH/DCM) gave a yellow oil (425 mg), which was dissolved in 50% TFA/DCM. The solution was stir... Starting materials: O[C@@H](C)[C@@H](CCC1=C(C(=CC=C1)Cl)Cl)N1N=C(N=C1)C(=O)OCC (ethyl 1-[(2S,3R)-2-hydroxy-5-(2,3-dichlorophenyl)-3-pentyl]-1,2,4-triazole-3-carboxylate), [OH-].[NH4+] (ammonium hydroxide). The solvent is O1CCCC1 (tetrahydrofuran), ClCCl (dichloromethane). Reaction conditions: temperature 120 celsius. The product is O[C@@H](C)[C@@H](CCC1=C(C(=CC=C1)Cl)Cl)N1N=C(N=C1)C(=O)N (1-[(2S,3R)-2-hydroxy-5-(2,3-dichlorophenyl)-3-pentyl]-1,2,4-triazole-3-carboxamide). As a reaction SMILES: [OH:1][C@H:2]([C@H:4]([N:15]1[CH:19]=[N:18][C:17]([C:20]([O:22]CC)=O)=[N:16]1)[CH2:5][CH2:6][C:7]1[CH:12]=[CH:11][CH:10]=[C:9]([Cl:13])[C:8]=1[Cl:14])[CH3:3].[OH-].[NH4+:26]>O1CCCC1.ClCCl>[OH:1][C@H:2]([C@H:4]([N:15]1[CH:19]=[N:18][C:17]([C:20]([NH2:26])=[O:22])=[N:16]1)[CH2:5][CH2:6][C:7]1[CH:12]=[CH:11][CH:10]=[C:9]([Cl:13])[C:8]=1[Cl:14])[CH3:3] |f:1.2|. Reported procedure: A mixture of ethyl 1-[(2S,3R)-2-hydroxy-5-(2,3-dichlorophenyl)-3-pentyl]-1,2,4-triazole-3-carboxylate (11.6 mg) and ammonium hydroxide (28% in water; 0.5 ml) in tetrahydrofuran (3 ml) was heated in a steel sealed tube at 120° C. overnight. The mixture was taken up in dichloromethane, washed with water, dried, and evaporated. The residue was purified by column chromatography on silica gel, eluting with a mixture of dichloromethane and methanol (20:1) to give a white powder of 1-[(2S,3R)-2-hydroxy... The reactants are C(C)(=O)OCCNC([C@H](CC1=CC=C(C=C1)OC(F)F)N)=O (2-({(2S)-2-amino-3-[4-(difluoromethoxy)phenyl]propanoyl}amino)ethyl acetate), FC(CCOC1=CC=C(C(=O)O)C=C1)(F)F (4-(3,3,3-trifluoropropoxy)benzoic acid), Example 33 ( 33a ). Yields the product C(C)(=O)OCCNC([C@H](CC1=CC=C(C=C1)OC(F)F)NC(C1=CC=C(C=C1)OCCC(F)(F)F)=O)=O (2-[((2S)-3-[4-(Difluoromethoxy)phenyl]-2-{[4-(3,3,3-trifluoropropoxy)benzoyl]amino}propanoyl)amino]ethyl acetate). RXN SMILES: [C:1]([O:4][CH2:5][CH2:6][NH:7][C:8](=[O:22])[C@@H:9]([NH2:21])[CH2:10][C:11]1[CH:16]=[CH:15][C:14]([O:17][CH:18]([F:20])[F:19])=[CH:13][CH:12]=1)(=[O:3])[CH3:2].[F:23][C:24]([F:38])([F:37])[CH2:25][CH2:26][O:27][C:28]1[CH:36]=[CH:35][C:31]([C:32](O)=[O:33])=[CH:30][CH:29]=1>>[C:1]([O:4][CH2:5][CH2:6][NH:7][C:8](=[O:22])[C@@H:9]([NH:21][C:32](=[O:33])[C:31]1[CH:35]=[CH:36][C:28]([O:27][CH2:26][CH2:25][C:24]([F:38])([F:37])[F:23])=[CH:29][CH:30]=1)[CH2:10][C:11]1[CH:12]=[CH:13][C:14]([O:17][CH:18]([F:19])[F:20])=[CH:15][CH:16]=1)(=[O:3])[CH3:2]. Procedure details: A reaction similar to that described in Example 50 was conducted using 2-({(2S)-2-amino-3-[4-(difluoromethoxy)phenyl]propanoyl}amino)ethyl acetate and 4-(3,3,3-trifluoropropoxy)benzoic acid obtained in the preparation process of Example 33 (33a) to give the title compound. Reactants: S(O)(O)(=O)=O (sulfuric acid), FC1=C(C#N)C=C(C(=C1)C(SC)S(=O)C)F (2,5-Difluoro-4[(methylsulfinyl)(methylthio)methyl]benzonitrile), O (water). Run in C1CCOC1 (THF). Conditions: time 6 day. Product: FC1=C(C#N)C=C(C(=C1)C=O)F (2,5-Difluoro-4-formylbenzonitrile). RXN SMILES: [F:1][C:2]1[CH:9]=[C:8]([CH:10](S(C)=O)SC)[C:7]([F:16])=[CH:6][C:3]=1[C:4]#[N:5].S(=O)(=O)(O)[OH:18].O>C1COCC1>[F:1][C:2]1[CH:9]=[C:8]([CH:10]=[O:18])[C:7]([F:16])=[CH:6][C:3]=1[C:4]#[N:5]. Procedure: 2,5-Difluoro-4[(methylsulfinyl)(methylthio)methyl]benzonitrile (2.8 g, 0.0107 mol; see step (i) above) was dissolved in 100 mL of THF and 6.5 g of concentrated sulfuric acid was added. The mixture was left at room temperature for 6 days and subsequently poured into 500 mL of water. Extraction three times with diethyl ether followed and the combined ethereal phase was washed several times with water, dried (Na2SO4) and evaporated. The crude product was flash chromatographed on silica gel using he...